Dataset: the Open Reaction Database (ORD), a public repository of structured organic reaction records. Task: describe an organic reaction: reactants, conditions, products, and yield Starting materials: CN1N=CC(=C1)C=1C=2N(C=CN1)N=C(N2)N (8-(1-Methyl-1H-pyrazol-4-yl)-[1,2,4]triazolo[1,5-a]pyrazin-2-ylamine), BrC1=CC=C2C(=CNC2=C1)C(C(F)(F)F)=O (1-(6-bromo-1H-indol-3-yl)-2,2,2-trifluoro-ethanone), BrC1=CC=C2C=CNC2=C1 (6-bromo-1H-indole), C(=O)(C(F)(F)F)O (TFA). The solvent is CN(C)C=O (DMF). Product: FC(C(=O)C1=CNC2=CC(=CC=C12)NC1=NN2C(C(=NC=C2)C=2C=NN(C2)C)=N1)(F)F (2,2,2-trifluoro-1-{6-[8-(1-methyl-1H-pyrazol-4-yl)-[1,2,4]triazolo[1,5-a]pyrazin-2-ylamino]-1H-indol-3-yl}-ethanone). As a reaction SMILES: [CH3:1][N:2]1[CH:6]=[C:5]([C:7]2[C:8]3[N:9]([N:13]=[C:14]([NH2:16])[N:15]=3)[CH:10]=[CH:11][N:12]=2)[CH:4]=[N:3]1.Br[C:18]1[CH:26]=[C:25]2[C:21]([C:22]([C:27](=[O:32])[C:28]([F:31])([F:30])[F:29])=[CH:23][NH:24]2)=[CH:20][CH:19]=1.BrC1C=C2C(C=CN2)=CC=1.C(O)(C(F)(F)F)=O>CN(C=O)C>[F:31][C:28]([F:29])([F:30])[C:27]([C:22]1[C:21]2[C:25](=[CH:26][C:18]([NH:16][C:14]3[N:15]=[C:8]4[C:7]([C:5]5[CH:4]=[N:3][N:2]([CH3:1])[CH:6]=5)=[N:12][CH:11]=[CH:10][N:9]4[N:13]=3)=[CH:19][CH:20]=2)[NH:24][CH:23]=1)=[O:32]. Reported procedure: 8-(1-Methyl-1H-pyrazol-4-yl)-[1,2,4]triazolo[1,5-a]pyrazin-2-ylamine is reacted with 1-(6-bromo-1H-indol-3-yl)-2,2,2-trifluoro-ethanone, available by reaction of 6-bromo-1H-indole (1 eq.) with TFA (1.6 eq) in DMF at 120° C. for 1 h, under conditions described in general procedure 2. Reactants: C(C1=CC=CC=C1)C1(CCNCC1)O (4-(benzyl)-piperidin-4-ol), C(C1=CC=CC=C1)OC=1C=CC2=C(CC(O2)CBr)C1 (5-benzyloxy-2-(RS)-bromomethyl-2,3-dihydro-benzofuran). Product: C(C1=CC=CC=C1)C1(CCN(CC1)CC1OC2=C(C1)C=C(C=C2)OCC2=CC=CC=C2)O ((RS)-4-Benzyl-1-(5-benzyloxy-2,3-dihydro-benzofuran-2-ylmethyl)-piperidin-4-ol). As a reaction SMILES: [CH2:1]([C:8]1([OH:14])[CH2:13][CH2:12][NH:11][CH2:10][CH2:9]1)[C:2]1[CH:7]=[CH:6][CH:5]=[CH:4][CH:3]=1.[CH2:15]([O:22][C:23]1[CH:24]=[CH:25][C:26]2[O:30][CH:29]([CH2:31]Br)[CH2:28][C:27]=2[CH:33]=1)[C:16]1[CH:21]=[CH:20][CH:19]=[CH:18][CH:17]=1>>[CH2:1]([C:8]1([OH:14])[CH2:13][CH2:12][N:11]([CH2:31][CH:29]2[CH2:28][C:27]3[CH:33]=[C:23]([O:22][CH2:15][C:16]4[CH:21]=[CH:20][CH:19]=[CH:18][CH:17]=4)[CH:24]=[CH:25][C:26]=3[O:30]2)[CH2:10][CH2:9]1)[C:2]1[CH:3]=[CH:4][CH:5]=[CH:6][CH:7]=1. Procedure: The title compound MS: m/e=430.6 (M+H+) was prepared from 4-(benzyl)-piperidin-4-ol and 5-benzyloxy-2-(RS)-bromomethyl-2,3-dihydro-benzofuran. Starting materials: FC1=C(C=C2C=CC=NC2=C1)CN1N=NC2=NC=C(N=C21)C(C)=O (1-[3-(7-fluoro-quinolin-6-ylmethyl)-3H-[1,2,3]triazolo[4,5-b]pyrazin-5-yl]-ethanone), C(C1=CN=CC=C1)(=O)NN (nicotinic acid hydrazide). Product: FC1=C(C=C2C=CC=NC2=C1)CN1N=NC2=NC=C(N=C21)\C(\C)=N\NC(C2=CN=CC=C2)=O (Nicotinic acid [1-[3-(7-fluoro-quinolin-6-ylmethyl)-3H-[1,2,3]triazolo[4,5-b]pyrazin-5-yl]-eth-(E)-ylidene]-hydrazide). Yield: 64.2%. RXN SMILES: [F:1][C:2]1[CH:11]=[C:10]2[C:5]([CH:6]=[CH:7][CH:8]=[N:9]2)=[CH:4][C:3]=1[CH2:12][N:13]1[C:21]2[C:16](=[N:17][CH:18]=[C:19]([C:22](=O)[CH3:23])[N:20]=2)[N:15]=[N:14]1.[C:25]([NH:33][NH2:34])(=[O:32])[C:26]1[CH:31]=[CH:30][CH:29]=[N:28][CH:27]=1>>[F:1][C:2]1[CH:11]=[C:10]2[C:5]([CH:6]=[CH:7][CH:8]=[N:9]2)=[CH:4][C:3]=1[CH2:12][N:13]1[C:21]2[C:16](=[N:17][CH:18]=[C:19](/[C:22](=[N:34]/[NH:33][C:25](=[O:32])[C:26]3[CH:31]=[CH:30][CH:29]=[N:28][CH:27]=3)/[CH3:23])[N:20]=2)[N:15]=[N:14]1. Procedure details: The title compound (17.0 mg, 59%) was synthesized from 1-[3-(7-fluoro-quinolin-6-ylmethyl)-3H-[1,2,3]triazolo[4,5-b]pyrazin-5-yl]-ethanone (20.0 mg, 0.06 mmol) and nicotinic acid hydrazide (17.0 mg, 0.12 mmol) using the same procedure as described in the synthesis of example 72. 1H-NMR (400 MHz, DMSO-d6) δ ppm 11.64, 11.38 (bs, 1H), 9.52 (s, 1H), 9.05 (s, 1H), 8.93 (dd, 1H), 8.78 (d, 1H), 8.42 (d, 1H), 8.20 (d, 1H), 7.84 (d, 1H), 7.56 (m, 2H), 6.26 (s, 2H), 2.49 (s, 3H). LCMS (method A): [MH]+=4... Conditions: temperature 60 celsius, time 30 minute. Reactants: BrC1=CC=2N=CN=C(C2S1)Cl (6-bromo-4-chloro-thieno[3,2-d]pyrimidine), C[Si](C)(C)C#C ((trimethylsilyl)acetylene), TEA. Yields the product ClC=1C2=C(N=CN1)C=C(S2)C#C[Si](C)(C)C (4-chloro-6-trimethylsilanylethynyl-thieno[3,2-d]pyrimidine). Reaction SMILES: Br[C:2]1[S:10][C:9]2[C:8]([Cl:11])=[N:7][CH:6]=[N:5][C:4]=2[CH:3]=1.[CH3:12][Si:13]([C:16]#[CH:17])([CH3:15])[CH3:14]>C1COCC1.C1C=CC(C#N)=CC=1.C1C=CC(C#N)=CC=1.Cl[Pd]Cl.[Cu]I>[Cl:11][C:8]1[C:9]2[S:10][C:2]([C:17]#[C:16][Si:13]([CH3:15])([CH3:14])[CH3:12])=[CH:3][C:4]=2[N:5]=[CH:6][N:7]=1 |f:3.4.5|. The solvent is C1CCOC1 (THF). Procedure: A mixture of 6-bromo-4-chloro-thieno[3,2-d]pyrimidine (10.0 mmol), (trimethylsilyl)acetylene (12.0 mmol), Pd(PhCN)2Cl2, (1.0 mmol), CuI (1.0 mmol) and TEA (2.0 mmol) in dry THF (60.0 mL) was flushed with dry N2 for several minutes and stirred at 60° C. for 30 minutes under an atmosphere of N2. The solvent was removed and the residue purified by flash column chromatography on silica gel to provide 4-chloro-6-trimethylsilanylethynyl-thieno[3,2-d]pyrimidine (compound 48.1) in 65% yield. EIMS (m/z):... The reagents and catalysts are C1=CC=C(C=C1)C#N.C1=CC=C(C=C1)C#N.Cl[Pd]Cl (Pd(PhCN)2Cl2), [Cu]I (CuI). Reactants: CC(C)(C)OC(=O)N1CCCCC1CC(=O)O, ClCCCl, CN(C)C=O, CCOC(C)=O, Cl, Nc1ccccc1O, On1nnc2ccccc21. Product: CC(C)(C)OC(=O)N1CCCCC1CC(=O)Nc1ccccc1O. As a reaction SMILES: [C:1]([CH3:2])([CH3:3])([CH3:4])[O:5][C:6](=[O:7])[N:8]1[CH:9]([CH2:14][C:15](=[O:16])[OH:17])[CH2:10][CH2:11][CH2:12][CH2:13]1.[CH2:18]([Cl:19])[CH2:20][Cl:21].[CH3:41][N:42]([CH3:43])[CH:44]=[O:45].[CH3:46][CH2:47][O:48][C:49](=[O:50])[CH3:51].[ClH:22].[NH2:23][c:24]1[cH:25][cH:26][cH:27][cH:28][c:29]1[OH:30].[OH:31][n:32]1[c:33]2[cH:34][cH:35][cH:36][cH:37][c:38]2[n:39][n:40]1>>[C:1]([CH3:2])([CH3:3])([CH3:4])[O:5][C:6](=[O:7])[N:8]1[CH:9]([CH2:14][C:15](=[O:17])[NH:23][c:24]2[cH:25][cH:26][cH:27][cH:28][c:29]2[OH:30])[CH2:10][CH2:11][CH2:12][CH2:13]1. Reactants: COC=1C=C(C=CC1OC)CC1=CC=C(C=C1)NC(=O)C1CSC2=C(C1=O)C=CC=C2 (N-[4-[(3,4-dimethoxyphenyl)methyl]phenyl]-3,4-dihydro-4-oxo-2H-1-benzothiopyran-3-carboxamide), 1,1-dioxide, B(Br)(Br)Br (BBr3), (CH3)2, ice water. The solvent is ClCCl (dichloromethane). Yields the product OC=1C=C(C=CC1O)CC1=CC=C(C=C1)NC(=O)C1CSC2=C(C1=O)C=CC=C2 (N-[4-[(3,4-dihydroxyphenyl)methyl]phenyl]-3,4-dihydro-4-oxo-2H-1-benzothiopyran-3-carboxamide). The yield is 63.9%. As a reaction SMILES: C[O:2][C:3]1[CH:4]=[C:5]([CH2:11][C:12]2[CH:17]=[CH:16][C:15]([NH:18][C:19]([CH:21]3[C:26](=[O:27])[C:25]4[CH:28]=[CH:29][CH:30]=[CH:31][C:24]=4[S:23][CH2:22]3)=[O:20])=[CH:14][CH:13]=2)[CH:6]=[CH:7][C:8]=1[O:9]C.B(Br)(Br)Br>ClCCl>[OH:2][C:3]1[CH:4]=[C:5]([CH2:11][C:12]2[CH:13]=[CH:14][C:15]([NH:18][C:19]([CH:21]3[C:26](=[O:27])[C:25]4[CH:28]=[CH:29][CH:30]=[CH:31][C:24]=4[S:23][CH2:22]3)=[O:20])=[CH:16][CH:17]=2)[CH:6]=[CH:7][C:8]=1[OH:9]. Reported procedure: A suspension of 1.0 g (2.1 mmol) of N-[4-[(3,4-dimethoxyphenyl)methyl]phenyl]-3,4-dihydro-4-oxo-2H-1-benzothiopyran-3-carboxamide, 1,1-dioxide and BBr3.S (CH3)2 (4.0 g, 12.6 mmol) in 150 ml of dichloromethane was heated under reflux under nitrogen for 18 hours. The resulting yellow suspension was poured onto 600 ml of ice water, stirred for one and one-half hours and then filtered. The crude product was recrystallized from isopropanol-water to yield 544 mg (59%) of N-[4-[(3,4-dihydroxyphenyl)met... Reactants: COCCOC, O=Cc1ccc(B(O)O)o1, Ic1cccc(I)c1, [Na+], [Na+], O=C([O-])[O-], O, c1ccc(P(c2ccccc2)(c2ccccc2)[Pd](P(c2ccccc2)(c2ccccc2)c2ccccc2)(P(c2ccccc2)(c2ccccc2)c2ccccc2)P(c2ccccc2)(c2ccccc2)c2ccccc2)cc1. The product is O=Cc1ccc(-c2cccc(I)c2)o1. RXN SMILES: [CH3:26][O:27][CH2:28][CH2:29][O:30][CH3:31].[CH:1](=[O:2])[c:3]1[cH:4][cH:5][c:6]([B:8]([OH:9])[OH:10])[o:7]1.[I:11][c:12]1[cH:13][c:14]([I:18])[cH:15][cH:16][cH:17]1.[Na+:19].[Na+:20].[O-:21][C:22](=[O:23])[O-:24].[OH2:25].[cH:32]1[cH:33][cH:34][c:35]([P:36]([Pd:37]([P:38]([c:39]2[cH:40][cH:41][cH:42][cH:43][cH:44]2)([c:45]2[cH:46][cH:47][cH:48][cH:49][cH:50]2)[c:51]2[cH:52][cH:53][cH:54][cH:55][cH:56]2)([P:57]([c:58]2[cH:59][cH:60][cH:61][cH:62][cH:63]2)([c:64]2[cH:65][cH:66][cH:67][cH:68][cH:69]2)[c:70]2[cH:71][cH:72][cH:73][cH:74][cH:75]2)[P:76]([c:77]2[cH:78][cH:79][cH:80][cH:81][cH:82]2)([c:83]2[cH:84][cH:85][cH:86][cH:87][cH:88]2)[c:89]2[cH:90][cH:91][cH:92][cH:93][cH:94]2)([c:95]2[cH:96][cH:97][cH:98][cH:99][cH:100]2)[c:101]2[cH:102][cH:103][cH:104][cH:105][cH:106]2)[cH:107][cH:108]1>>[CH:1](=[O:2])[c:3]1[cH:4][cH:5][c:6](-[c:14]2[cH:13][c:12]([I:11])[cH:17][cH:16][cH:15]2)[o:7]1.